Dataset: the Open Reaction Database (ORD), a public repository of structured organic reaction records. Task: describe an organic reaction: reactants, conditions, products, and yield Reactants: COCCCCn1c(C(=O)N(CC(C)C)C2CC(C3CO3)CN(C(=O)OC(C)(C)C)C2)nc2ccccc21, CO. Yields the product COCCCCn1c(C(=O)N(CC(C)C)C2CC(C(O)COC)CN(C(=O)OC(C)(C)C)C2)nc2ccccc21. Reaction SMILES: [CH3:1][O:2][CH2:3][CH2:4][CH2:5][CH2:6][n:7]1[c:8]([C:16](=[O:17])[N:18]([CH:19]2[CH2:20][N:21]([C:28](=[O:29])[O:30][C:31]([CH3:32])([CH3:33])[CH3:34])[CH2:22][CH:23]([CH:25]3[O:26][CH2:27]3)[CH2:24]2)[CH2:35][CH:36]([CH3:37])[CH3:38])[n:9][c:10]2[c:11]1[cH:12][cH:13][cH:14][cH:15]2.[CH3:39][OH:40]>>[CH3:1][O:2][CH2:3][CH2:4][CH2:5][CH2:6][n:7]1[c:8]([C:16](=[O:17])[N:18]([CH:19]2[CH2:20][N:21]([C:28](=[O:29])[O:30][C:31]([CH3:32])([CH3:33])[CH3:34])[CH2:22][CH:23]([CH:25]([OH:26])[CH2:27][O:40][CH3:39])[CH2:24]2)[CH2:35][CH:36]([CH3:37])[CH3:38])[n:9][c:10]2[c:11]1[cH:12][cH:13][cH:14][cH:15]2. The reactants are C(C)(=S)O (thioacetic acid), ClC=1SC=CC1 (chlorothiophene), OC1=C(SC(=C1C)OC)C(=O)OC (Methyl 3-hydroxy-4-methyl-5-methoxythiophene-2-carboxylate), S(O)(O)(=O)=O (sulphuric acid). Solvent: C(C)(=O)O (acetic acid), C(C)(=O)O (acetic acid). Reaction conditions: time 8 hour. Product: C(C)(=O)SC=1SC=CC1 (acetylthiothiophene). The yield is 75.0%. Reaction SMILES: Cl[C:2]1[S:3][CH:4]=[CH:5][CH:6]=1.OC1[C:12](C)=[C:11]([O:14]C)[S:10]C=1C(OC)=O.S(=O)(=O)(O)O.C(O)(=S)C>C(O)(=O)C>[C:11]([S:10][C:2]1[S:3][CH:4]=[CH:5][CH:6]=1)(=[O:14])[CH3:12]. Procedure: The chlorothiophene of (e) above (0.016 mol) in 10 ml of acetic acid was added to a solution of 0.9 ml of concentrated sulphuric acid in 10 ml of acetic acid. Whilst stirring, thioacetic acid (0.016 mol) was added and the mixture stood at room temperature for eight hours. Filtration of the precipitate afforded 75% of acetylthiothiophene which was recrystallised from hexane, m.p. 112°-114° C. Reactants: [BH4-], CCCc1c(Cc2ccc(-c3ccccc3C#N)c(C)c2)c(=O)n(C2CCC(=O)CC2)c2nc(C)nn12, CO, [Na+], C1CCOC1. The product is CCCc1c(Cc2ccc(-c3ccccc3C#N)c(C)c2)c(=O)n(C2CCC(O)CC2)c2nc(C)nn12. RXN SMILES: [BH4-:43].[CH3:1][c:2]1[c:3](-[c:30]2[c:31]([C:36]#[N:37])[cH:32][cH:33][cH:34][cH:35]2)[cH:4][cH:5][c:6]([CH2:8][c:9]2[c:10](=[O:29])[n:11]([CH:22]3[CH2:23][CH2:24][C:25](=[O:28])[CH2:26][CH2:27]3)[c:12]3[n:13]([c:14]2[CH2:15][CH2:16][CH3:17])[n:18][c:19]([CH3:21])[n:20]3)[cH:7]1.[CH3:45][OH:46].[Na+:44].[O:38]1[CH2:39][CH2:40][CH2:41][CH2:42]1>>[CH3:1][c:2]1[c:3](-[c:30]2[c:31]([C:36]#[N:37])[cH:32][cH:33][cH:34][cH:35]2)[cH:4][cH:5][c:6]([CH2:8][c:9]2[c:10](=[O:29])[n:11]([CH:22]3[CH2:23][CH2:24][CH:25]([OH:28])[CH2:26][CH2:27]3)[c:12]3[n:13]([c:14]2[CH2:15][CH2:16][CH3:17])[n:18][c:19]([CH3:21])[n:20]3)[cH:7]1. Reactants: C1(C=2C(C(N1)=O)=CC=CC2)=O (phthalimide), C1(=CC=CC=C1)P(C1=CC=CC=C1)C1=CC=CC=C1 (triphenylphosphine), CCOC(=O)/N=N/C(=O)OCC (diethylazodicarboxylate), C(C1=CC=CC=C1)OC1=CC2=C(C=C(O2)CO)C=C1 ((6-benzyloxy-benzofuran-2-yl)-methanol). The solvent is O (water), O1CCCC1 (tetrahydrofuran). Run at time 30 minute. Yields the product C(C1=CC=CC=C1)OC1=CC2=C(C=C(O2)CN2C(C3=CC=CC=C3C2=O)=O)C=C1 (2-(6-Benzyloxy-benzofuran-2-ylmethyl)-isoindole-1,3-dione). Reaction SMILES: [CH2:1]([O:8][C:9]1[CH:19]=[CH:18][C:12]2[CH:13]=[C:14]([CH2:16]O)[O:15][C:11]=2[CH:10]=1)[C:2]1[CH:7]=[CH:6][CH:5]=[CH:4][CH:3]=1.[C:20]1(=[O:30])[NH:24][C:23](=[O:25])[C:22]2=[CH:26][CH:27]=[CH:28][CH:29]=[C:21]12.C1(P(C2C=CC=CC=2)C2C=CC=CC=2)C=CC=CC=1.CCOC(/N=N/C(OCC)=O)=O>O.O1CCCC1>[CH2:1]([O:8][C:9]1[CH:19]=[CH:18][C:12]2[CH:13]=[C:14]([CH2:16][N:24]3[C:20](=[O:30])[C:21]4[C:22](=[CH:26][CH:27]=[CH:28][CH:29]=4)[C:23]3=[O:25])[O:15][C:11]=2[CH:10]=1)[C:2]1[CH:3]=[CH:4][CH:5]=[CH:6][CH:7]=1. Procedure details: To a tetrahydrofuran (300 mL) solution of (6-benzyloxy-benzofuran-2-yl)-methanol (14.2 g, 55.8 mmol) described in Production Example 1-2-2 were added phthalimide (9.03 g, 61.4 mmol), triphenylphosphine (17.6 g, 67 mmol) and diethylazodicarboxylate (29.2 g, 67 mmol) at 0° C., which was stirred at room temperature for 7 hours 30 minutes. To the reaction mixture was added water at room temperature followed by extraction with ethyl acetate. After washing the organic layer with water and sat. NaCl, t... Reactants: C1(CCCC1)OC=1C=C(NC2=CC(CC2)=O)C=CC1OC (3-(3-cyclopentyloxy-4-methoxyanilino)-2-cyclopenten-1-one), ClN1C(CCC1=O)=O (N-chlorosuccinimide). The solvent is C(C)(=O)OCC (ethyl acetate), C(C)O.O (ethanol water). Conditions: time 1.5 hour. Yields the product ClC=1C(CCC1NC1=CC(=C(C=C1)OC)OC1CCCC1)=O (2-chloro-3-(3-cyclopentyloxy-4-methoxyanilino)-2-cyclopenten-1-one). Isolated yield 82.7%. As a reaction SMILES: [CH:1]1([O:6][C:7]2[CH:8]=[C:9]([CH:17]=[CH:18][C:19]=2[O:20][CH3:21])[NH:10][C:11]2[CH2:15][CH2:14][C:13](=[O:16])[CH:12]=2)[CH2:5][CH2:4][CH2:3][CH2:2]1.[Cl:22]N1C(=O)CCC1=O>C(O)C.O.C(OCC)(=O)C>[Cl:22][C:12]1[C:13](=[O:16])[CH2:14][CH2:15][C:11]=1[NH:10][C:9]1[CH:17]=[CH:18][C:19]([O:20][CH3:21])=[C:7]([O:6][CH:1]2[CH2:2][CH2:3][CH2:4][CH2:5]2)[CH:8]=1 |f:2.3|. Procedure: To a solution 0.49 g (1.69 mmole) of the 3-(3-cyclopentyloxy-4-methoxyanilino)-2-cyclopenten-1-one produced in Example 1(3) in 5 ml of an ethanol-water (9:1) solution was added 0.25 g (1.86 mmole) of N-chlorosuccinimide. The mixture was stirred at room temperature for 1.5 hours. After the reaction, the solvent was removed in vacuo. Next, the residue obtained was diluted with 100 ml of ethyl acetate and the solution was successively washed with a saturated sodium hydrogencarbonate solution and br... Reactants: N1C=NC(=C1)C1=NC=CC(=C1)C#N (2-(1H-imidazol-4-yl)pyridine-4-carbonitrile), ClC1=C(CBr)C=CC=C1C(F)(F)F (2-chloro-3-(trifluoromethyl)benzyl bromide). The product is ClC1=C(C=CC=C1C(F)(F)F)CN1C=NC(=C1)C1=NC=CC(=C1)C#N (2-[1-[[2-chloro-3-(trifluoromethyl)phenyl]methyl]imidazol-4-yl]pyridine-4-carbonitrile). Reaction SMILES: [NH:1]1[CH:5]=[C:4]([C:6]2[CH:11]=[C:10]([C:12]#[N:13])[CH:9]=[CH:8][N:7]=2)[N:3]=[CH:2]1.[Cl:14][C:15]1[C:22]([C:23]([F:26])([F:25])[F:24])=[CH:21][CH:20]=[CH:19][C:16]=1[CH2:17]Br>>[Cl:14][C:15]1[C:22]([C:23]([F:24])([F:25])[F:26])=[CH:21][CH:20]=[CH:19][C:16]=1[CH2:17][N:1]1[CH:5]=[C:4]([C:6]2[CH:11]=[C:10]([C:12]#[N:13])[CH:9]=[CH:8][N:7]=2)[N:3]=[CH:2]1. Procedure details: The title compound was prepared from 2-(1H-imidazol-4-yl)pyridine-4-carbonitrile (PREPARATION 4) and 2-chloro-3-(trifluoromethyl)benzyl bromide according to the procedure for the preparation of Example 43, part A using room temp. [M+H] Calc'd for C17H10ClF3N4, 363. Found, 363. Reactants: FC(C(=O)O)(F)F (Trifluoracetic acid), C(C1=CC=CC=C1)C1=CC(=CC2=C1OC1C2CN(CC1)C(=O)OC(C)(C)C)C1=C(C=C(C=C1)Cl)Cl (tert-Butyl 6-benzyl-8-(2,4-dichlorophenyl)-3,4,4a,9b-tetrahydro[1]benzofuro[3,2-c]pyridine-2(1H)-carboxylate), [OH-].[Na+] (NaOH). Solvent: C(Cl)Cl (CH2Cl2). Conditions: time 4 hour. Product: C(C1=CC=CC=C1)C1=CC(=CC2=C1OC1C2CNCC1)C1=C(C=C(C=C1)Cl)Cl (6-Benzyl-8-(2,4-dichlorophenyl)-1,2,3,4,4a,9b-hexahydro[1]benzofuro[3,2-c]pyridine). As a reaction SMILES: [CH2:1]([C:8]1[C:13]2[O:14][CH:15]3[CH2:20][CH2:19][N:18](C(OC(C)(C)C)=O)[CH2:17][CH:16]3[C:12]=2[CH:11]=[C:10]([C:28]2[CH:33]=[CH:32][C:31]([Cl:34])=[CH:30][C:29]=2[Cl:35])[CH:9]=1)[C:2]1[CH:7]=[CH:6][CH:5]=[CH:4][CH:3]=1.FC(F)(F)C(O)=O.[OH-].[Na+]>C(Cl)Cl>[CH2:1]([C:8]1[C:13]2[O:14][CH:15]3[CH2:20][CH2:19][NH:18][CH2:17][CH:16]3[C:12]=2[CH:11]=[C:10]([C:28]2[CH:33]=[CH:32][C:31]([Cl:34])=[CH:30][C:29]=2[Cl:35])[CH:9]=1)[C:2]1[CH:7]=[CH:6][CH:5]=[CH:4][CH:3]=1 |f:2.3|. Procedure details: tert-Butyl 6-benzyl-8-(2,4-dichlorophenyl)-3,4,4a,9b-tetrahydro[1]benzofuro[3,2-c]pyridine-2(1H)-carboxylate (0.137 g, 0.270 mmol) was dissolved in CH2Cl2 (5 mL). Trifluoracetic acid (0.44 mL, 5.670 mmol) was added and the reaction mixture was stirred at rt under N2 for 4 h. The reaction mixture was cooled to 0° C. and 25% aqueous NaOH (15 mL) was added. The reaction mixture was partitioned between CH2Cl2 and water. The water layer was extracted with CH2Cl2 (2×). The combined organic layers were... The reactants are Cc1ccccc1, CO, O=Cc1cc(O)ccc1O, ClCCl, CN(C)CCN1C(=O)c2cccc3cc4c(N)cccc4c(c23)C1=O. Yields the product CN(C)CCN1C(=O)c2cccc3cc4c(N=Cc5cc(O)ccc5O)cccc4c(c23)C1=O. RXN SMILES: [CH3:26][c:27]1[cH:28][cH:29][cH:30][cH:31][cH:32]1.[CH3:46][OH:47].[CH:33](=[O:34])[c:35]1[cH:36][c:37]([OH:38])[cH:39][cH:40][c:41]1[OH:42].[Cl:43][CH2:44][Cl:45].[NH2:1][c:2]1[cH:3][cH:4][cH:5][c:6]2[c:7]1[cH:8][c:9]1[c:10]3[c:11]([cH:23][cH:24][cH:25]1)[C:12](=[O:22])[N:13]([CH2:17][CH2:18][N:19]([CH3:20])[CH3:21])[C:14](=[O:16])[c:15]23>>[N:1]([c:2]1[cH:3][cH:4][cH:5][c:6]2[c:7]1[cH:8][c:9]1[c:10]3[c:11]([cH:23][cH:24][cH:25]1)[C:12](=[O:22])[N:13]([CH2:17][CH2:18][N:19]([CH3:20])[CH3:21])[C:14](=[O:16])[c:15]23)=[CH:33][c:35]1[cH:36][c:37]([OH:38])[cH:39][cH:40][c:41]1[OH:42]. Reactants: C(C1=CC=CC=C1)N1C(C(CC2=CC(=CN=C12)C1=CC=CC=C1)NS(=O)(=O)C1=CC=CC=C1)=O (N-(1-Benzyl-2-oxo-6-phenyl-1,2,3,4-tetrahydro-1,8-naphthyridin-3-yl)benzenesulfonamide), CO (MeOH). Run in C1CCOC1 (THF). Run at time 30 minute. Yields the product C(C1=CC=CC=C1)N1CC(CC2=CC(=CN=C12)C1=CC=CC=C1)NS(=O)(=O)C1=CC=CC=C1 (N-(1-Benzyl-6-phenyl-1,2,3,4-tetrahydro-1,8-naphthyridin-3-yl)benzenesulfonamide). The yield is 95.5%. Reaction SMILES: [CH2:1]([N:8]1[C:17]2[C:12](=[CH:13][C:14]([C:18]3[CH:23]=[CH:22][CH:21]=[CH:20][CH:19]=3)=[CH:15][N:16]=2)[CH2:11][CH:10]([NH:24][S:25]([C:28]2[CH:33]=[CH:32][CH:31]=[CH:30][CH:29]=2)(=[O:27])=[O:26])[C:9]1=O)[C:2]1[CH:7]=[CH:6][CH:5]=[CH:4][CH:3]=1.CO>C1COCC1>[CH2:1]([N:8]1[C:17]2[C:12](=[CH:13][C:14]([C:18]3[CH:23]=[CH:22][CH:21]=[CH:20][CH:19]=3)=[CH:15][N:16]=2)[CH2:11][CH:10]([NH:24][S:25]([C:28]2[CH:33]=[CH:32][CH:31]=[CH:30][CH:29]=2)(=[O:27])=[O:26])[CH2:9]1)[C:2]1[CH:3]=[CH:4][CH:5]=[CH:6][CH:7]=1. Procedure details: To a suspension of 1K (80 mg, 0.17 mmol) in THF (1 mL) at RT under argon was added borane-tetrahydrofuran complex (0.85 mL, 0.85 mmol) dropwise. After the addition, the reaction became a clear solution. The reaction was allowed to stir at RT under argon for 30 min. After this time, no starting material was detected by LC-MS. MeOH (1 mL) was added carefully to the reaction and the reaction mixture was stirred at RT for 40 min, then concentrated under reduced pressure. The residue was partitioned ... Starting materials: CO, [H][H], O=C(CC(=O)N1CCC(Oc2ccccc2[N+](=O)[O-])CC1)Nc1ccc(-c2ccccc2)cc1. Product: Nc1ccccc1OC1CCN(C(=O)CC(=O)Nc2ccc(-c3ccccc3)cc2)CC1. Reaction SMILES: [CH3:37][OH:38].[H:35][H:36].[c:1]1(-[c:29]2[cH:30][cH:31][cH:32][cH:33][cH:34]2)[cH:2][cH:3][c:4]([NH:7][C:8]([CH2:9][C:10](=[O:11])[N:12]2[CH2:13][CH2:14][CH:15]([O:18][c:19]3[c:20]([N+:25]([O-:26])=[O:27])[cH:21][cH:22][cH:23][cH:24]3)[CH2:16][CH2:17]2)=[O:28])[cH:5][cH:6]1>>[c:1]1(-[c:29]2[cH:30][cH:31][cH:32][cH:33][cH:34]2)[cH:2][cH:3][c:4]([NH:7][C:8]([CH2:9][C:10](=[O:11])[N:12]2[CH2:13][CH2:14][CH:15]([O:18][c:19]3[c:20]([NH2:25])[cH:21][cH:22][cH:23][cH:24]3)[CH2:16][CH2:17]2)=[O:28])[cH:5][cH:6]1.